This data is from the Open Reaction Database (ORD), a public repository of structured organic reaction records. The task is: describe an organic reaction: reactants, conditions, products, and yield RXN SMILES: [CH2:1]([N:4]1[C:13]2[C:8](=[CH:9][C:10]([F:15])=[C:11]([F:14])[CH:12]=2)[C:7](=[O:16])[CH2:6][CH2:5]1)[CH:2]=[CH2:3].C1(Cl)C(=O)C(Cl)=C(Cl)C(=O)C=1Cl>>[CH2:1]([N:4]1[C:13]2[C:8](=[CH:9][C:10]([F:15])=[C:11]([F:14])[CH:12]=2)[C:7](=[O:16])[CH:6]=[CH:5]1)[CH:2]=[CH2:3]. The reactants are C(C=C)N1CCC(C2=CC(=C(C=C12)F)F)=O (1-Allyl-6,7-difluoro-1,2,3,4-tetrahydro-4-oxoquinoline), C1(=C(C(=O)C(=C(C1=O)Cl)Cl)Cl)Cl (p-chloranil), 1-B. Procedure: 1-Allyl-6,7-difluoro-1,2,3,4-tetrahydro-4-oxoquinoline(13.3 g) and p-chloranil (29.3 g) were reacted in the same method as described in Preparation 1-B to give the white above-indicated compound(12.3 g). The yield is 93.3%. The product is C(C=C)N1C=CC(C2=CC(=C(C=C12)F)F)=O (1-allyl-6,7-difluoro-1,4-dihydro-4-oxoquinoline).